The task is: describe an organic reaction: reactants, conditions, products, and yield. This data is from the Open Reaction Database (ORD), a public repository of structured organic reaction records. Starting materials: O=C(CCN1CCN(CC1)C1=CC=CC=C1)C=1C=C2CCC(NC2=CC1)=O (6-[1-oxo-3-(4-phenylpiperazinyl)-propyl]-3,4-dihydrocarbostyril), [H][H] (hydrogen). Reagents/catalysts: [C].[Pd] (palladium carbon). Run in C(C)O (ethanol). Yields the product OC(CCN1CCN(CC1)C1=CC=CC=C1)C=1C=C2CCC(NC2=CC1)=O (6-[1-hydroxy-3-(4-phenyl-1-piperazinyl)propyl]-3,4-dihydrocarbostyril). As a reaction SMILES: [O:1]=[C:2]([C:17]1[CH:18]=[C:19]2[C:24](=[CH:25][CH:26]=1)[NH:23][C:22](=[O:27])[CH2:21][CH2:20]2)[CH2:3][CH2:4][N:5]1[CH2:10][CH2:9][N:8]([C:11]2[CH:16]=[CH:15][CH:14]=[CH:13][CH:12]=2)[CH2:7][CH2:6]1.[H][H]>C(O)C.[C].[Pd]>[OH:1][CH:2]([C:17]1[CH:18]=[C:19]2[C:24](=[CH:25][CH:26]=1)[NH:23][C:22](=[O:27])[CH2:21][CH2:20]2)[CH2:3][CH2:4][N:5]1[CH2:6][CH2:7][N:8]([C:11]2[CH:12]=[CH:13][CH:14]=[CH:15][CH:16]=2)[CH2:9][CH2:10]1 |f:3.4|. Procedure details: 2.0 Grams of 6-[1-oxo-3-(4-phenylpiperazinyl)-propyl]-3,4-dihydrocarbostyril and 0.6 g of 5%-palladium carbon were dispersed in 80 ml of ethanol and stirred at a room temperature under 2 atmospheric pressure of hydrogen gas for 5 hours. The reaction mixture was filtered for removing the palladium carbon and the mother liquor was concentrated under a reduced pressure and the residue thus obtained was recrystallized from isopropanol to obtain 1.4 g of 6-[1-hydroxy-3-(4-phenyl-1-piperazinyl)propyl]... Reactants: COC(=O)C=1NN=C(C1)OCC=1C(=NOC1C)CCCC (5-(3-butyl-5-methyl-isoxazol-4-ylmethoxy)-2H-pyrazole-3-carboxylic acid methyl ester), COC(=O)C=1NN=C(C1)OCC=1C(=NOC1C)C1=CC=C(C=C1)F (5-[3-(4-fluoro-phenyl)-5-methyl-isoxazol-4-ylmethoxy]-2H-pyrazole-3-carboxylic acid methyl ester). The product is C(CCC)C1=NOC(=C1COC=1C=C(NN1)C(=O)O)C (5-(3-Butyl-5-methyl-isoxazol-4-ylmethoxy)-2H-pyrazole-3-carboxylic acid). Yield: 89.5%. Reaction SMILES: C[O:2][C:3]([C:5]1[NH:6][N:7]=[C:8]([O:10][CH2:11][C:12]2[C:13]([CH2:18][CH2:19][CH2:20][CH3:21])=[N:14][O:15][C:16]=2[CH3:17])[CH:9]=1)=[O:4].COC(C1NN=C(OCC2C(C3C=CC(F)=CC=3)=NOC=2C)C=1)=O>>[CH2:18]([C:13]1[C:12]([CH2:11][O:10][C:8]2[CH:9]=[C:5]([C:3]([OH:4])=[O:2])[NH:6][N:7]=2)=[C:16]([CH3:17])[O:15][N:14]=1)[CH2:19][CH2:20][CH3:21]. Procedure: As described for example 10a, 5-(3-butyl-5-methyl-isoxazol-4-ylmethoxy)-2H-pyrazole-3-carboxylic acid methyl ester (163 mg, 0.56 mmol), instead of 5-[3-(4-fluoro-phenyl)-5-methyl-isoxazol-4-ylmethoxy]-2H-pyrazole-3-carboxylic acid methyl ester, was converted, to the title compound (140 mg, 90%) which was obtained as a white solid. MS: m/e=278.0 [M−H]−. Starting materials: FC1=CC=C(C=C1)C(N1CCNCC1)C1=CC=CC=C1 (1-((4-fluorophenyl)(phenyl)methyl)piperazine), O=C1N(CCC1(C1=CC=CC=C1)C1=CC=CC=C1)CC(=O)O (2-(2-oxo-3,3-diphenylpyrrolidin-1-yl)acetic acid), Cl.C(C)N=C=NCCCN(C)C (N1-((ethylimino)methylene)-N3,N3-dimethylpropane-1,3-diamine hydrochloride). The reagents and catalysts are CN(C1=CC=NC=C1)C (N,N-dimethylpyridin-4-amine). The solvent is ClCCl (dichloromethane). Conditions: time 8 hour. Product: FC1=CC=C(C=C1)C(N1CCN(CC1)C(CN1C(C(CC1)(C1=CC=CC=C1)C1=CC=CC=C1)=O)=O)C1=CC=CC=C1 (1-(2-{4-[(4-fluorophenyl)(phenyl)methyl]piperazin-1-yl}-2-oxoethyl)-3,3-diphenylpyrrolidin-2-one). RXN SMILES: [F:1][C:2]1[CH:7]=[CH:6][C:5]([CH:8]([C:15]2[CH:20]=[CH:19][CH:18]=[CH:17][CH:16]=2)[N:9]2[CH2:14][CH2:13][NH:12][CH2:11][CH2:10]2)=[CH:4][CH:3]=1.[O:21]=[C:22]1[C:26]([C:33]2[CH:38]=[CH:37][CH:36]=[CH:35][CH:34]=2)([C:27]2[CH:32]=[CH:31][CH:30]=[CH:29][CH:28]=2)[CH2:25][CH2:24][N:23]1[CH2:39][C:40](O)=[O:41].Cl.C(N=C=NCCCN(C)C)C>ClCCl.CN(C)C1C=CN=CC=1>[F:1][C:2]1[CH:3]=[CH:4][C:5]([CH:8]([C:15]2[CH:16]=[CH:17][CH:18]=[CH:19][CH:20]=2)[N:9]2[CH2:10][CH2:11][N:12]([C:40](=[O:41])[CH2:39][N:23]3[CH2:24][CH2:25][C:26]([C:27]4[CH:32]=[CH:31][CH:30]=[CH:29][CH:28]=4)([C:33]4[CH:38]=[CH:37][CH:36]=[CH:35][CH:34]=4)[C:22]3=[O:21])[CH2:13][CH2:14]2)=[CH:6][CH:7]=1 |f:2.3|. Procedure: To a solution of 1-((4-fluorophenyl)(phenyl)methyl)piperazine (0.27 g, 1.00 mmol) in dichloromethane (20 mL) under nitrogen was added 2-(2-oxo-3,3-diphenylpyrrolidin-1-yl)acetic acid (Example 1C, 0.30 g, 1.00 mmol) followed by N1-((ethylimino)methylene)-N3,N3-dimethylpropane-1,3-diamine hydrochloride (0.38 g, 2.00 mmol) and N,N-dimethylpyridin-4-amine (0.61 mg, 0.005 mmol). The reaction mixture was stirred overnight at room temperature. The reaction was concentrated and the residue was partition... The reactants are BrB(Br)Br, CO, ClCCl, COc1ccc(-c2nc(CN3CCOCC3)c[nH]2)cc1. Product: Oc1ccc(-c2nc(CN3CCOCC3)c[nH]2)cc1. Reaction SMILES: [B:21]([Br:22])([Br:23])[Br:24].[CH3:25][OH:26].[Cl:27][CH2:28][Cl:29].[O:1]1[CH2:2][CH2:3][N:4]([CH2:7][c:8]2[n:9][c:10](-[c:13]3[cH:14][cH:15][c:16]([O:19][CH3:20])[cH:17][cH:18]3)[nH:11][cH:12]2)[CH2:5][CH2:6]1>>[O:1]1[CH2:2][CH2:3][N:4]([CH2:7][c:8]2[n:9][c:10](-[c:13]3[cH:14][cH:15][c:16]([OH:19])[cH:17][cH:18]3)[nH:11][cH:12]2)[CH2:5][CH2:6]1.